describe an organic reaction: reactants, conditions, products, and yield From a dataset of the Open Reaction Database (ORD), a public repository of structured organic reaction records. Reaction SMILES: [NH2:1][C:2]1[S:3][C:4]2[C:9]([N:10]=1)=[CH:8][CH:7]=[C:6]([O:11][C:12]1[CH:13]=[C:14]([NH:19][C:20](=[O:31])[C:21]3[CH:26]=[CH:25][CH:24]=[C:23]([C:27]([F:30])([F:29])[F:28])[CH:22]=3)[CH:15]=[CH:16][C:17]=1[CH3:18])[N:5]=2.[CH:32]1([C:35](Cl)=[O:36])[CH2:34][CH2:33]1>N1C=CC=CC=1>[CH:32]1([C:35]([NH:1][C:2]2[S:3][C:4]3[C:9]([N:10]=2)=[CH:8][CH:7]=[C:6]([O:11][C:12]2[CH:13]=[C:14]([NH:19][C:20](=[O:31])[C:21]4[CH:26]=[CH:25][CH:24]=[C:23]([C:27]([F:30])([F:29])[F:28])[CH:22]=4)[CH:15]=[CH:16][C:17]=2[CH3:18])[N:5]=3)=[O:36])[CH2:34][CH2:33]1. Run in N1=CC=CC=C1 (pyridine). Run at time 16 hour. Procedure: To a solution of N-{3-[(2-amino[1,3]thiazolo[5,4-b]pyridin-5-yl)oxy]-4-methylphenyl}-3-(trifluoromethyl)benzamide (200 mg, 0.450 mmol) in pyridine (5 mL) was added cyclopropanecarbonyl chloride (77.5 μL, 1.12 mmol), and the mixture was stirred at room temperature for 16 hr. The reaction mixture was evaporated under reduced pressure, and a mixture of the obtained residue, methanol (3 mL) and 0.5N aqueous sodium hydroxide solution (3 mL) was stirred at room temperature for 30 min. Water was added ... Starting materials: NC=1SC2=NC(=CC=C2N1)OC=1C=C(C=CC1C)NC(C1=CC(=CC=C1)C(F)(F)F)=O (N-{3-[(2-amino[1,3]thiazolo[5,4-b]pyridin-5-yl)oxy]-4-methylphenyl}-3-(trifluoromethyl)benzamide), C1(CC1)C(=O)Cl (cyclopropanecarbonyl chloride). Product: C1(CC1)C(=O)NC=1SC2=NC(=CC=C2N1)OC=1C=C(C=CC1C)NC(C1=CC(=CC=C1)C(F)(F)F)=O (N-[3-({2-[(cyclopropylcarbonyl)amino][1,3]thiazolo[5,4-b]pyridin-5-yl}oxy)-4-methylphenyl]-3-(trifluoromethyl)benzamide). The yield is 56.4%. Starting materials: FC(C=C)(F)F (3,3,3-trifluoroprop-1-ene), [N+](=O)([O-])CC (nitroethane), TEA, C1(=CC=CC=C1)N=C=O (phenyl isocyanate). Solvent: C(C)OCC (diethyl ether). Conditions: temperature 22 celsius, time 60 hour. Product: CC1=NOC(C1)C(F)(F)F (3-methyl-5-(trifluoromethyl)-4,5-dihydroisoxazole). Yield: 40.0%. Reaction SMILES: [F:1][C:2]([F:6])([F:5])[CH:3]=[CH2:4].[N+:7]([CH2:10][CH3:11])([O-])=[O:8].C1(N=C=O)C=CC=CC=1>C(OCC)C>[CH3:11][C:10]1[CH2:4][CH:3]([C:2]([F:6])([F:5])[F:1])[O:8][N:7]=1. Reported procedure: To a solution of 3,3,3-trifluoroprop-1-ene (ca. 18 g) in diethyl ether (120 ml) was added subsequently at −78° C. nitroethane (5.74 g, 76.5 mmol), TEA (76 mg, 0.75 mmol) and phenyl isocyanate (18.2 g, 153 mmol), the solution was warmed to 22° C. and stirring was continued for 60 h. The suspension was filtered and the filtrate distilled from bulb to bulb at 75° C./1.0 mbar to give 3-methyl-5-(trifluoromethyl)-4,5-dihydroisoxazole (4.69 g) as a pale yellow liquid. MS: m/z=153 [M]+. Starting materials: CS(=O)(=O)O.O[C@H]1C[C@@H]2CC[C@H]3[C@@H]4CC[C@H](C(CC#N)=O)[C@]4(CC([C@@H]3[C@]2(C[C@@H]1N1CC(OCC1)(C)C)C)=O)C ((2β,3α,5α)-3-hydroxy-2-(2,2-dimethyl-4-morpholinyl)-11,20-dioxopregnane-21-carbonitrile methanesulfonate), O[C@H]1C[C@@H]2CC[C@H]3[C@@H]4CC[C@H](C(CC#N)=O)[C@]4(CC([C@@H]3[C@]2(C[C@@H]1N1CC(OCC1)(C)C)C)=O)C ((2β,3α,5α)-3-hydroxy-2-(2,2-dimethyl-4-morpholinyl)-11,20-dioxopregnane-21-carbonitrile). Product: CS(=O)(=O)O.O[C@H]1C[C@@H]2CC[C@H]3[C@@H]4CC[C@H](C(CSC#N)=O)[C@]4(CC[C@@H]3[C@]2(C[C@@H]1N1CC(OCC1)(C)C)C)C ((2β,3α,5α)-3-hydroxy-2-(2,2-dimethyl-4-morpholinyl)-21-thiocyanatopregnan-20-one methanesulfonate). RXN SMILES: [CH3:1][S:2]([OH:5])(=[O:4])=[O:3].[OH:6][C@@H:7]1[C@@H:28]([N:29]2[CH2:34][CH2:33][O:32][C:31]([CH3:36])([CH3:35])[CH2:30]2)[CH2:27][C@@:26]2([CH3:37])[C@@H:9]([CH2:10][CH2:11][C@@H:12]3[C@@H:25]2[C:24](=O)[CH2:23][C@@:22]2([CH3:39])[C@H:13]3[CH2:14][CH2:15][C@@H:16]2[C:17](=[O:21])[CH2:18]C#N)[CH2:8]1.O[C@@H]1[C@@H]([N:63]2[CH2:68]COC(C)(C)C2)C[C@@]2(C)[C@@H](CC[C@@H]3[C@@H]2C(=O)C[C@@]2(C)[C@H]3CC[C@@H]2C(=O)CC#N)C1>>[CH3:1][S:2]([OH:5])(=[O:4])=[O:3].[OH:6][C@@H:7]1[C@@H:28]([N:29]2[CH2:34][CH2:33][O:32][C:31]([CH3:36])([CH3:35])[CH2:30]2)[CH2:27][C@@:26]2([CH3:37])[C@@H:9]([CH2:10][CH2:11][C@@H:12]3[C@@H:25]2[CH2:24][CH2:23][C@@:22]2([CH3:39])[C@H:13]3[CH2:14][CH2:15][C@@H:16]2[C:17](=[O:21])[CH2:18][S:2][C:68]#[N:63])[CH2:8]1 |f:0.1,3.4|. Reported procedure: (2β,3α,5α)-3-hydroxy-2-(2,2-dimethyl-4-morpholinyl)-11,20-dioxopregnane-21-carbonitrile methanesulfonate (1:1) salt with the 21-cyano compound of Example 37 as starting material. δ (CDCl3) 0.66 (s,3H), 1.09 (s,3H), 1.34 (s,3H), 1.52 (s,3H), 2.81 (s,3H), 3.42 (s,2H) and 4.27 (t,J 13 Hz, 1H). The reactants are COc1ccc(Br)c([N+](=O)[O-])c1, COCCOC, CCOCC, O=C(C=Cc1ccccc1)C=Cc1ccccc1, O=C(C=Cc1ccccc1)C=Cc1ccccc1, O=C(C=Cc1ccccc1)C=Cc1ccccc1, [Na+], [Na+], O=C([O-])[O-], O=C(C=Cc1ccccc1)C=Cc1ccccc1, O=C(C=Cc1ccccc1)C=Cc1ccccc1, O=C(C=Cc1ccccc1)C=Cc1ccccc1, OB(O)c1ccccc1, [Pd], [Pd], [Pd], [Pd]. Yields the product COc1ccc(-c2ccccc2)c([N+](=O)[O-])c1. Reaction SMILES: [Br:1][c:2]1[c:3]([N+:10](=[O:11])[O-:12])[cH:4][c:5]([O:8][CH3:9])[cH:6][cH:7]1.[CH2:33]([CH2:34][O:35][CH3:36])[O:37][CH3:38].[CH3:28][CH2:29][O:30][CH2:31][CH3:32].[CH:115](=[CH:116][C:117]([CH:118]=[CH:119][c:120]1[cH:121][cH:122][cH:123][cH:124][cH:125]1)=[O:126])[c:127]1[cH:128][cH:129][cH:130][cH:131][cH:132]1.[CH:133](=[CH:134][C:135]([CH:136]=[CH:137][c:138]1[cH:139][cH:140][cH:141][cH:142][cH:143]1)=[O:144])[c:145]1[cH:146][cH:147][cH:148][cH:149][cH:150]1.[CH:97](=[CH:98][C:99]([CH:100]=[CH:101][c:102]1[cH:103][cH:104][cH:105][cH:106][cH:107]1)=[O:108])[c:109]1[cH:110][cH:111][cH:112][cH:113][cH:114]1.[Na+:22].[Na+:23].[O-:24][C:25](=[O:26])[O-:27].[O:41]=[C:42]([CH:43]=[CH:44][c:45]1[cH:46][cH:47][cH:48][cH:49][cH:50]1)[CH:51]=[CH:52][c:53]1[cH:54][cH:55][cH:56][cH:57][cH:58]1.[O:59]=[C:60]([CH:61]=[CH:62][c:63]1[cH:64][cH:65][cH:66][cH:67][cH:68]1)[CH:69]=[CH:70][c:71]1[cH:72][cH:73][cH:74][cH:75][cH:76]1.[O:77]=[C:78]([CH:79]=[CH:80][c:81]1[cH:82][cH:83][cH:84][cH:85][cH:86]1)[CH:87]=[CH:88][c:89]1[cH:90][cH:91][cH:92][cH:93][cH:94]1.[OH:13][B:14]([OH:15])[c:16]1[cH:17][cH:18][cH:19][cH:20][cH:21]1.[Pd:39].[Pd:40].[Pd:95].[Pd:96]>>[c:2]1(-[c:16]2[cH:17][cH:18][cH:19][cH:20][cH:21]2)[c:3]([N+:10](=[O:11])[O-:12])[cH:4][c:5]([O:8][CH3:9])[cH:6][cH:7]1. As a reaction SMILES: [CH2:1]([CH3:2])[O:3][C:4]([C:5]([CH3:6])([CH3:7])[S:8][c:9]1[cH:10][n:11][c:12]([NH:14][C:15](=[O:16])[N:17]([c:18]2[cH:19][cH:20][c:21]([S:24](=[O:25])(=[O:26])[CH3:27])[cH:22][cH:23]2)[CH2:28][CH:29]2[CH2:30][CH2:31][CH2:32][CH2:33]2)[s:13]1)=[O:34].[CH2:81]([O:82][C:83](=[O:84])[C:85]([S:86][c:87]1[s:88][c:89]([NH2:90])[n:91][cH:92]1)([CH3:93])[CH3:94])[CH3:95].[CH:35]1([CH2:36][N:37]([c:38]2[cH:39][cH:40][c:41]([S:42]([CH3:43])(=[O:44])=[O:45])[cH:46][cH:47]2)[C:48](=[O:49])[NH:50][c:51]2[s:52][cH:53][c:54]([CH2:55][C:56]([OH:57])=[O:58])[n:59]2)[CH2:60][CH2:61][CH2:62][CH2:63]1.[CH:64]1([CH2:65][NH:66][c:67]2[cH:68][cH:69][c:70]([S:71]([CH3:72])(=[O:73])=[O:74])[cH:75][cH:76]2)[CH2:77][CH2:78][CH2:79][CH2:80]1>>[O:3]=[C:4]([C:5]([CH3:6])([CH3:7])[S:8][c:9]1[cH:10][n:11][c:12]([NH:14][C:15](=[O:16])[N:17]([c:18]2[cH:19][cH:20][c:21]([S:24](=[O:25])(=[O:26])[CH3:27])[cH:22][cH:23]2)[CH2:28][CH:29]2[CH2:30][CH2:31][CH2:32][CH2:33]2)[s:13]1)[OH:34]. Starting materials: CCOC(=O)C(C)(C)Sc1cnc(NC(=O)N(CC2CCCC2)c2ccc(S(C)(=O)=O)cc2)s1, CCOC(=O)C(C)(C)Sc1cnc(N)s1, CS(=O)(=O)c1ccc(N(CC2CCCC2)C(=O)Nc2nc(CC(=O)O)cs2)cc1, CS(=O)(=O)c1ccc(NCC2CCCC2)cc1. Product: CC(C)(Sc1cnc(NC(=O)N(CC2CCCC2)c2ccc(S(C)(=O)=O)cc2)s1)C(=O)O. Starting materials: BrC=1C=NC=C(C1)C(C)(C)S(=O)(=O)CC (3-bromo-5-[2-(ethylsulfonyl)propan-2-yl]pyridine), B1(OC(C(O1)(C)C)(C)C)B2OC(C(O2)(C)C)(C)C (bis(pinacolato)diboron), C1(CCCCC1)P(C1CCCCC1)C1CCCCC1 (tricyclohexylphosphine), C(C)(=O)[O-].[K+] (potassium acetate). Reagents/catalysts: C=1C=CC(=CC1)/C=C/C(=O)/C=C/C2=CC=CC=C2.C=1C=CC(=CC1)/C=C/C(=O)/C=C/C2=CC=CC=C2.C=1C=CC(=CC1)/C=C/C(=O)/C=C/C2=CC=CC=C2.[Pd].[Pd] (tris(dibenzylideneacetone)dipalladium). Run in O1CCOCC1 (1,4-dioxane). Run at temperature 80 celsius. The product is C(C)S(=O)(=O)C(C)(C)C=1C=C(C=NC1)B(O)O ({5-[2-(ethylsulfonyl)propan-2-yl]pyridin-3-yl}boronic acid). As a reaction SMILES: Br[C:2]1[CH:3]=[N:4][CH:5]=[C:6]([C:8]([S:11]([CH2:14][CH3:15])(=[O:13])=[O:12])([CH3:10])[CH3:9])[CH:7]=1.[B:16]1(B2OC(C)(C)C(C)(C)O2)[O:20]C(C)(C)C(C)(C)[O:17]1.C1(P(C2CCCCC2)C2CCCCC2)CCCCC1.C([O-])(=O)C.[K+]>O1CCOCC1.C1C=CC(/C=C/C(/C=C/C2C=CC=CC=2)=O)=CC=1.C1C=CC(/C=C/C(/C=C/C2C=CC=CC=2)=O)=CC=1.C1C=CC(/C=C/C(/C=C/C2C=CC=CC=2)=O)=CC=1.[Pd].[Pd]>[CH2:14]([S:11]([C:8]([C:6]1[CH:7]=[C:2]([B:16]([OH:20])[OH:17])[CH:3]=[N:4][CH:5]=1)([CH3:10])[CH3:9])(=[O:13])=[O:12])[CH3:15] |f:3.4,6.7.8.9.10|. Procedure details: A vial containing the title compound from Example 62 Step D (0.030 g, 0.103 mmol), bis(pinacolato)diboron (0.052 g, 0.205 mmol), tris(dibenzylideneacetone)dipalladium (0) (0.019 g, 0.021 mmol), tricyclohexylphosphine (0.012 g, 0.041 mmol) and potassium acetate (0.030 g, 0.308 mmol) in 1,4-dioxane (0.510 mL) was flushed with nitrogen, sealed tightly and heated to 80° C. overnight. The reaction was then passed through a syringe filter and concentrated under reduced pressure to provide the title co... Starting materials: COc1ccc(CN(Cc2ccc(OC)cc2)c2ncc(-c3nc(N4CCOCC4)nc4c3CCN4)cn2)cc1, COC(=O)c1cccc(Br)c1, COC(=O)c1cccc(N2CCc3c(-c4cnc(N(Cc5ccc(OC)cc5)Cc5ccc(OC)cc5)nc4)nc(N4CCOCC4)nc32)c1. Product: COC(=O)c1cccc(N2CCc3c(-c4cnc(N)nc4)nc(N4CCOCC4)nc32)c1. As a reaction SMILES: [CH3:1][O:2][c:3]1[cH:4][cH:5][c:6]([CH2:7][N:8]([CH2:9][c:10]2[cH:11][cH:12][c:13]([O:14][CH3:15])[cH:16][cH:17]2)[c:18]2[n:19][cH:20][c:21](-[c:22]3[c:23]4[c:27]([n:28][c:29]([N:30]5[CH2:31][CH2:32][O:33][CH2:34][CH2:35]5)[n:36]3)[NH:26][CH2:25][CH2:24]4)[cH:37][n:38]2)[cH:39][cH:40]1.[CH3:41][O:42][C:43](=[O:44])[c:45]1[cH:46][cH:47][cH:48][c:49]([Br:50])[cH:51]1.[CH3:52][O:53][C:54]([c:55]1[cH:56][c:57]([N:61]2[CH2:62][CH2:63][c:64]3[c:65]2[n:66][c:67]([N:95]2[CH2:96][CH2:97][O:98][CH2:99][CH2:100]2)[n:68][c:69]3-[c:70]2[cH:71][n:72][c:73]([N:76]([CH2:77][c:78]3[cH:79][cH:80][c:81]([O:82][CH3:83])[cH:84][cH:85]3)[CH2:86][c:87]3[cH:88][cH:89][c:90]([O:91][CH3:92])[cH:93][cH:94]3)[n:74][cH:75]2)[cH:58][cH:59][cH:60]1)=[O:101]>>[CH3:52][O:53][C:54]([c:55]1[cH:56][c:57]([N:61]2[CH2:62][CH2:63][c:64]3[c:65]2[n:66][c:67]([N:95]2[CH2:96][CH2:97][O:98][CH2:99][CH2:100]2)[n:68][c:69]3-[c:70]2[cH:71][n:72][c:73]([NH2:76])[n:74][cH:75]2)[cH:58][cH:59][cH:60]1)=[O:101].